Dataset: the Open Reaction Database (ORD), a public repository of structured organic reaction records. Task: describe an organic reaction: reactants, conditions, products, and yield Reactants: CCCCC(C)Oc1nc(N)c2nc(Br)n(C3CCCCO3)c2n1, C[O-], CO, [Na+]. Product: CCCCC(C)Oc1nc(N)c2nc(OC)n(C3CCCCO3)c2n1. RXN SMILES: [Br:4][c:5]1[n:6]([CH:22]2[O:23][CH2:24][CH2:25][CH2:26][CH2:27]2)[c:7]2[n:8][c:9]([O:15][CH:16]([CH2:17][CH2:18][CH2:19][CH3:20])[CH3:21])[n:10][c:11]([NH2:14])[c:12]2[n:13]1.[CH3:1][O-:2].[CH3:28][OH:29].[Na+:3]>>[CH3:1][O:2][c:5]1[n:6]([CH:22]2[O:23][CH2:24][CH2:25][CH2:26][CH2:27]2)[c:7]2[n:8][c:9]([O:15][CH:16]([CH2:17][CH2:18][CH2:19][CH3:20])[CH3:21])[n:10][c:11]([NH2:14])[c:12]2[n:13]1. Reactants: C(C)OC(=O)C1CCN(CC1)C(=O)C1(CC1)C(F)(F)F (1-(1-Trifluoromethyl-cyclopropanecarbonyl)-piperidine-4-carboxylic acid ethyl ester), [H-].[Al+3].[Li+].[H-].[H-].[H-] (lithium aluminum hydride), O (water), [OH-].[Na+].O (sodium hydroxide water). The solvent is O1CCCC1 (tetrahydrofuran), O1CCCC1 (tetrahydrofuran). Conditions: time 1 hour. Product: FC(C1(CC1)CN1CCC(CC1)CO)(F)F ([1-(1-Trifluoromethyl-cyclopropylmethyl)-piperidin-4-yl]-methanol). Isolated yield 42.0%. Reaction SMILES: C([O:3][C:4]([CH:6]1[CH2:11][CH2:10][N:9]([C:12]([C:14]2([C:17]([F:20])([F:19])[F:18])[CH2:16][CH2:15]2)=O)[CH2:8][CH2:7]1)=O)C.[H-].[Al+3].[Li+].[H-].[H-].[H-].O.[OH-].[Na+].O>O1CCCC1>[F:19][C:17]([F:18])([F:20])[C:14]1([CH2:12][N:9]2[CH2:8][CH2:7][CH:6]([CH2:4][OH:3])[CH2:11][CH2:10]2)[CH2:15][CH2:16]1 |f:1.2.3.4.5.6,8.9.10|. Procedure: 1-(1-Trifluoromethyl-cyclopropanecarbonyl)-piperidine-4-carboxylic acid ethyl ester (50 g; 170.48 mmol) in tetrahydrofuran (350 mL) is added to a solution of 1 M lithium aluminum hydride (170.48 mL; 170.48 mmol) in tetrahydrofuran. The reaction mixture is allowed to warm to room temperature and stirred for 1 h. The reaction mixture is cooled at 0° C. and water/2 M aqueous solution of sodium hydroxide/water (1:3:1) are added sequentially (8.5 mL:12 mL:8.5 mL). The resulting slurry is filtered ove... Reactants: C1CCOC1, CC(=O)Cl, Nc1cc([N+](=O)[O-])ccc1N1CCN(C(=O)c2ccccc2)CC1, [Na+], [OH-]. Product: CC(=O)Nc1cc([N+](=O)[O-])ccc1N1CCN(C(=O)c2ccccc2)CC1. RXN SMILES: [CH2:31]1[O:32][CH2:33][CH2:34][CH2:35]1.[CH3:25][C:26]([Cl:27])=[O:28].[NH2:1][c:2]1[c:3]([N:11]2[CH2:12][CH2:13][N:14]([C:17](=[O:18])[c:19]3[cH:20][cH:21][cH:22][cH:23][cH:24]3)[CH2:15][CH2:16]2)[cH:4][cH:5][c:6]([N+:8](=[O:9])[O-:10])[cH:7]1.[Na+:30].[OH-:29]>>[NH:1]([c:2]1[c:3]([N:11]2[CH2:12][CH2:13][N:14]([C:17](=[O:18])[c:19]3[cH:20][cH:21][cH:22][cH:23][cH:24]3)[CH2:15][CH2:16]2)[cH:4][cH:5][c:6]([N+:8](=[O:9])[O-:10])[cH:7]1)[C:26]([CH3:25])=[O:28]. The reactants are Cc1cc(C2CCC(=O)CC2)c[nH]c1=O, O=C(CNC(=O)c1cccc(C(F)(F)F)c1)NC1CNC1. Yields the product Cc1cc(C2CCC(N3CC(NC(=O)CNC(=O)c4cccc(C(F)(F)F)c4)C3)CC2)c[nH]c1=O. As a reaction SMILES: [CH3:1][c:2]1[c:3](=[O:15])[nH:4][cH:5][c:6]([CH:8]2[CH2:9][CH2:10][C:11](=[O:14])[CH2:12][CH2:13]2)[cH:7]1.[NH:16]1[CH2:17][CH:18]([NH:20][C:21](=[O:22])[CH2:23][NH:24][C:25]([c:26]2[cH:27][c:28]([C:32]([F:33])([F:34])[F:35])[cH:29][cH:30][cH:31]2)=[O:36])[CH2:19]1>>[CH3:1][c:2]1[c:3](=[O:15])[nH:4][cH:5][c:6]([CH:8]2[CH2:9][CH2:10][CH:11]([N:16]3[CH2:17][CH:18]([NH:20][C:21](=[O:22])[CH2:23][NH:24][C:25]([c:26]4[cH:27][c:28]([C:32]([F:33])([F:34])[F:35])[cH:29][cH:30][cH:31]4)=[O:36])[CH2:19]3)[CH2:12][CH2:13]2)[cH:7]1. Starting materials: C(C)(C)[N-]C(C)C.[Li+] (lithium diisopropylamide), C(CCC)C=1N(C(=CN1)/C=C/CC(=O)OCC)CC1=C(C=CC=C1)Cl (ethyl (E)-4-[2-n-butyl-1-{(2-chlorophenyl)methyl}-1H-imidazol-5-yl]-3-butenoate), O1CCCC1 (tetrahydrofuran), C(C1=CC=CC=C1)Br (benzyl bromide). Solvent: [Cl-].[NH4+] (ammonium chloride). Reaction conditions: time 8 hour. Yields the product C(CCC)C=1N(C(=CN1)/C=C/C(C(=O)OCC)(CC1=CC=CC=C1)CC1=CC=CC=C1)CC1=C(C=CC=C1)Cl (ethyl (E)-4-[2-n-butyl-1-{(2-chlorophenyl)methyl}-1H-imidazol-5-yl]-2,2-bis(benzyl)-3-butenoate). Yield: 33.0%. Reaction SMILES: [CH2:1]([C:5]1[N:6]([CH2:18][C:19]2[CH:24]=[CH:23][CH:22]=[CH:21][C:20]=2[Cl:25])[C:7](/[CH:10]=[CH:11]/[CH2:12][C:13]([O:15][CH2:16][CH3:17])=[O:14])=[CH:8][N:9]=1)[CH2:2][CH2:3][CH3:4].[CH:26]([N-]C(C)C)([CH3:28])[CH3:27].[Li+].[CH2:34](Br)[C:35]1[CH:40]=[CH:39][CH:38]=[CH:37][CH:36]=1.O1[CH2:46][CH2:45][CH2:44][CH2:43]1>[Cl-].[NH4+]>[CH2:1]([C:5]1[N:6]([CH2:18][C:19]2[CH:24]=[CH:23][CH:22]=[CH:21][C:20]=2[Cl:25])[C:7](/[CH:10]=[CH:11]/[C:12]([CH2:43][C:44]2[CH:28]=[CH:26][CH:27]=[CH:46][CH:45]=2)([CH2:34][C:35]2[CH:40]=[CH:39][CH:38]=[CH:37][CH:36]=2)[C:13]([O:15][CH2:16][CH3:17])=[O:14])=[CH:8][N:9]=1)[CH2:2][CH2:3][CH3:4] |f:1.2,5.6|. Reported procedure: A solution of ethyl (E)-4-[2-n-butyl-1-{(2-chlorophenyl)methyl}-1H-imidazol-5-yl]-3-butenoate (256 mg, 0.709 mmol) in tetrahydrofuran (5 mL) was cooled to -78° C. under argon, and lithium diisopropylamide (0.85 mmol, 1 M in tetrahydrofuran) was added. After 10 minutes benzyl bromide (243 mg, 1.42 mmol) was added. The mixture was then stirred at room temperature overnight, diluted with 10% ammonium chloride and extracted with ethyl acetate. The dried, concentrated product was chromatographed over...